Dataset: the Open Reaction Database (ORD), a public repository of structured organic reaction records. Task: describe an organic reaction: reactants, conditions, products, and yield Starting materials: CC1=C(N=C(O1)C1=CC=CC=C1)COC=1C=CC2=C(C=C(O2)/C=C/CO)C1 ((E)-3-[5-(5-methyl-2-phenyl-4-oxazolylmethoxy)-2-benzofuranyl]-2-propen-1-ol). Reagents/catalysts: [C].[Pd] (palladium-carbon). Run in O1CCCC1 (tetrahydrofuran). The product is CC=1C=CC=C(C1)C(OC=1C=CC2=C(C=C(O2)CCCO)C1)C=1N=COC1 (3-[5-(5-methylphenyl-4-oxazolylmethoxy)-2-benzofuranyl]propanol). Yield: 93.0%. Reaction SMILES: C[C:2]1[O:6][C:5](C2C=CC=CC=2)=[N:4][C:3]=1[CH2:13][O:14][C:15]1[CH:16]=[CH:17][C:18]2[O:22][C:21](/[CH:23]=[CH:24]/[CH2:25][OH:26])=[CH:20][C:19]=2[CH:27]=1>O1CCCC1.[C].[Pd]>[CH3:20][C:19]1[CH:18]=[CH:17][CH:16]=[C:15]([CH:13]([C:3]2[N:4]=[CH:5][O:6][CH:2]=2)[O:14][C:15]2[CH:16]=[CH:17][C:18]3[O:22][C:21]([CH2:23][CH2:24][CH2:25][OH:26])=[CH:20][C:19]=3[CH:27]=2)[CH:27]=1 |f:2.3|. Reported procedure: To a solution of (E)-3-[5-(5-methyl-2-phenyl-4-oxazolylmethoxy)-2-benzofuranyl]-2-propen-1-ol (2.00 g) in tetrahydrofuran (100 ml), palladium-carbon (5%, 0.30 g) was added, followed by catalytic reduction at room temperature and under an atmospheric pressure of 1 atm. After the catalyst was filtered off, the filtrate was concentrated to yield 3-[5-(5-methylphenyl-4-oxazolylmethoxy)-2-benzofuranyl]propanol (yield 93%), which was then recrystallized from acetone-isopropyl ether to yield colorless ... Starting materials: S(=O)(=O)([O-])[O-].[Mg+2] (Magnesium sulfate), C(=C)C=1C=NC=CC1 (3-vinylpyridine), BrC1=CC=CC=2C3=C(NC12)C1CCN(C3)CC1 (7-bromo-3,4,5,6-tetrahydro-1H-2,5-ethanoazepino[4,3-b]indole), C(=C)C=1C=NC=CC1 (3-vinylpyridine), CC(C)([O-])C.[Na+] (sodium t-butoxide). The reagents and catalysts are C(C)(C)(C)P(C(C)(C)C)(C(C)(C)C)[Pd]P(C(C)(C)C)(C(C)(C)C)C(C)(C)C (bis(tri-t-butylphosphino)palladium). Run in O1CCOCC1 (1,4-dioxane). Reaction conditions: temperature 85 celsius, time 18 hour. The product is N1=CC(=CC=C1)/C=C/C1=CC=CC=2C3=C(NC12)C1CCN(C3)CC1 (7-[(E)-2-pyridin-3-ylvinyl]-3,4,5,6-tetrahydro-1H-2,5-ethanoazepino[4,3-b]indole). RXN SMILES: [CH:1]([C:3]1[CH:4]=[N:5][CH:6]=[CH:7][CH:8]=1)=[CH2:2].CC(C)([O-])C.[Na+].Br[C:16]1[C:24]2[NH:23][C:22]3[CH:25]4[CH2:31][CH2:30][N:28]([CH2:29][C:21]=3[C:20]=2[CH:19]=[CH:18][CH:17]=1)[CH2:27][CH2:26]4.S([O-])([O-])(=O)=O.[Mg+2]>C(P([Pd]P(C(C)(C)C)(C(C)(C)C)C(C)(C)C)(C(C)(C)C)C(C)(C)C)(C)(C)C.O1CCOCC1>[N:5]1[CH:6]=[CH:7][CH:8]=[C:3](/[CH:1]=[CH:2]/[C:16]2[C:24]3[NH:23][C:22]4[CH:25]5[CH2:31][CH2:30][N:28]([CH2:29][C:21]=4[C:20]=3[CH:19]=[CH:18][CH:17]=2)[CH2:27][CH2:26]5)[CH:4]=1 |f:1.2,4.5|. Procedure: A mixture of bis(tri-t-butylphosphino)palladium (18.4 mg, 0.036 mmol; Strem), 3-vinylpyridine (123 mg, 0.52 mmol; TCI-US), sodium t-butoxide (87 mg, 0.90 mmol; Aldrich) and the product of Example 1B (105 mg, 0.36 mmol) was combined with 1,4-dioxane (2 mL). The mixture was purged with a stream of nitrogen for 2 minutes, then stirred at 85° C. in a sealed tube. After 18 hours, the reaction mixture was cooled to ambient temperature. Magnesium sulfate (43 mg, 0.36 mmol) and 3-vinylpyridine (85 mg, 0...